Dataset: the Open Reaction Database (ORD), a public repository of structured organic reaction records. Task: describe an organic reaction: reactants, conditions, products, and yield Starting materials: BrCc1cc2cc(I)ccc2o1, O=C([O-])[O-], CN(C)C=O, [Cl-], [K+], [K+], [Na+], Oc1ccccc1. The product is Ic1ccc2oc(COc3ccccc3)cc2c1. Reaction SMILES: [Br:1][CH2:2][c:3]1[o:4][c:5]2[c:6]([cH:7]1)[cH:8][c:9]([I:12])[cH:10][cH:11]2.[C:20](=[O:21])([O-:22])[O-:23].[CH3:28][N:29]([CH3:30])[CH:31]=[O:32].[Cl-:26].[K+:24].[K+:25].[Na+:27].[OH:13][c:14]1[cH:15][cH:16][cH:17][cH:18][cH:19]1>>[CH2:2]([c:3]1[o:4][c:5]2[c:6]([cH:7]1)[cH:8][c:9]([I:12])[cH:10][cH:11]2)[O:13][c:14]1[cH:15][cH:16][cH:17][cH:18][cH:19]1. Reactants: [H-].[Al+3].[Li+].[H-].[H-].[H-] (lithium aluminium hydride), O (water), [OH-].[Na+] (sodium hydroxide), C(C)OC(=O)N1C(CC(=CC1)C)C(C)(C)C1=CC=C(C=C1)OC (1-Ethoxycarbonyl-1,2,3,6-tetrahydro-2-[1-(4-methoxyphenyl)-1-methylethyl]-4-methylpyridine). Run in O1CCCC1 (tetrahydrofuran), CCOCC (ether), O1CCCC1 (tetrahydrofuran). Yields the product COC1=CC=C(C=C1)C(C)(C)C1N(CC=C(C1)C)C (1,2,3,6-tetrahydro-2-[1-(4-methoxyphenyl)-1-methylethyl]-1,4-dimethylpyridine). Yield: 81.1%. RXN SMILES: C(O[C:4]([N:6]1[CH2:11][CH:10]=[C:9]([CH3:12])[CH2:8][CH:7]1[C:13]([C:16]1[CH:21]=[CH:20][C:19]([O:22][CH3:23])=[CH:18][CH:17]=1)([CH3:15])[CH3:14])=O)C.[H-].[Al+3].[Li+].[H-].[H-].[H-].O.[OH-].[Na+]>O1CCCC1.CCOCC>[CH3:23][O:22][C:19]1[CH:18]=[CH:17][C:16]([C:13]([CH:7]2[CH2:8][C:9]([CH3:12])=[CH:10][CH2:11][N:6]2[CH3:4])([CH3:15])[CH3:14])=[CH:21][CH:20]=1 |f:1.2.3.4.5.6,8.9|. Procedure: 1-Ethoxycarbonyl-1,2,3,6-tetrahydro-2-[1-(4-methoxyphenyl)-1-methylethyl]-4-methylpyridine (3.17 g) dissolved in 10 ml of dried tetrahydrofuran was added dropwise to a suspension of 0.9 g of lithium aluminium hydride in 5 ml of dried tetrahydrofuran while stirring under cooling with ice and then the mixture was refluxed for 30 minutes. After cooling, water-containing ether (150 ml) and then 10 ml of a 30% sodium hydroxide aqueous solution was added dropwise to the mixture while stirring under co... Starting materials: CS(=O)C1=NN=C(S1)N1C(N(CCC1O)CC#C)=O (Tetrahydro-1-(5-methylsulfinyl-1,3,4-thiadiazol-2-yl)-3-propargyl-6-hydroxy-2(1H)-pyrimidinone), ClC(=O)OC1CC1 (cyclopropyl chloroformate). Solvent: N1=CC=CC=C1 (pyridine), N1=CC=CC=C1 (pyridine). Run at time 15 minute. The product is desired product, CS(=O)C1=NN=C(S1)N1C(N(CCC1OC(=O)OC1CC1)CC#C)=O (tetrahydro-1-(5-methylsulfinyl-1,3,4-thiadiazol-2-yl)-3-propargyl-6-cyclopropoxycarbonyloxy-2(1H)-pyrimidinone). RXN SMILES: [CH3:1][S:2]([C:4]1[S:8][C:7]([N:9]2[CH:14]([OH:15])[CH2:13][CH2:12][N:11]([CH2:16][C:17]#[CH:18])[C:10]2=[O:19])=[N:6][N:5]=1)=[O:3].Cl[C:21]([O:23][CH:24]1[CH2:26][CH2:25]1)=[O:22]>N1C=CC=CC=1>[CH3:1][S:2]([C:4]1[S:8][C:7]([N:9]2[CH:14]([O:15][C:21]([O:23][CH:24]3[CH2:26][CH2:25]3)=[O:22])[CH2:13][CH2:12][N:11]([CH2:16][C:17]#[CH:18])[C:10]2=[O:19])=[N:6][N:5]=1)=[O:3]. Reported procedure: Tetrahydro-1-(5-methylsulfinyl-1,3,4-thiadiazol-2-yl)-3-propargyl-6-hydroxy-2(1H)-pyrimidinone (0.05 mole) dissolved in pyridine (80 ml) is charged into a glass reaction vessel equipped with a mechanical stirrer and thermometer. The solution is cooled to a temperature of about 10° C. and cyclopropyl chloroformate (0.06 mole) dissolved in pyridine (25 ml) is slowly added with stirring over a period of about 15 minutes. After the addition is completed, the reaction mixture is warmed to room temper... The reactants are COc1cc2c(cc1OC)C(C1(c3ccccc3Br)CCC1)NCC2, O=C(OC(=O)C(O)C(O)C(=O)OC(=O)c1ccccc1)c1ccccc1, [BH3-]C#N, C=O, CC(=O)O, CC#N, [Na+]. Product: COc1cc2c(cc1OC)C(C1(c3ccccc3Br)CCC1)N(C)CC2. As a reaction SMILES: [Br:1][c:2]1[c:3]([C:8]2([CH:12]3[NH:13][CH2:14][CH2:15][c:16]4[cH:17][c:18]([O:24][CH3:25])[c:19]([O:22][CH3:23])[cH:20][c:21]43)[CH2:9][CH2:10][CH2:11]2)[cH:4][cH:5][cH:6][cH:7]1.[C:26]([O:27][C:28]([CH:29]([CH:30]([C:31]([O:32][C:33](=[O:34])[c:35]1[cH:36][cH:37][cH:38][cH:39][cH:40]1)=[O:41])[OH:42])[OH:43])=[O:44])(=[O:45])[c:46]1[cH:47][cH:48][cH:49][cH:50][cH:51]1.[C:54]([BH3-:55])#[N:56].[CH2:52]=[O:53].[CH3:58][C:59](=[O:60])[OH:61].[CH3:62][C:63]#[N:64].[Na+:57]>>[Br:1][c:2]1[c:3]([C:8]2([CH:12]3[N:13]([CH3:26])[CH2:14][CH2:15][c:16]4[cH:17][c:18]([O:24][CH3:25])[c:19]([O:22][CH3:23])[cH:20][c:21]43)[CH2:9][CH2:10][CH2:11]2)[cH:4][cH:5][cH:6][cH:7]1. Starting materials: N1N=CN=C1 (1,2,4-triazole), ClC=1N=C(C2=C(N1)SC=C2C)NCC2=CC(=CC=C2)[N+](=O)[O-] (2-chloro-5-methyl-4-(3-nitrobenzylamino)-thieno-[2,3-d]-pyrimidine). Product: N1(N=CN=C1)C=1N=C(C2=C(N1)SC=C2C)NCC2=CC(=CC=C2)[N+](=O)[O-] (2-(1,2,4-triazol-1-yl)-5-methyl-4-(3-nitrobenzylamino)-thieno-[2,3-d]-pyrimidine). Reaction SMILES: [NH:1]1[CH:5]=[N:4][CH:3]=[N:2]1.Cl[C:7]1[N:8]=[C:9]([NH:17][CH2:18][C:19]2[CH:24]=[CH:23][CH:22]=[C:21]([N+:25]([O-:27])=[O:26])[CH:20]=2)[C:10]2[C:15]([CH3:16])=[CH:14][S:13][C:11]=2[N:12]=1>>[N:1]1([C:7]2[N:8]=[C:9]([NH:17][CH2:18][C:19]3[CH:24]=[CH:23][CH:22]=[C:21]([N+:25]([O-:27])=[O:26])[CH:20]=3)[C:10]3[C:15]([CH3:16])=[CH:14][S:13][C:11]=3[N:12]=2)[CH:5]=[N:4][CH:3]=[N:2]1. Procedure: Following the procedure of Example 97, the reaction of 1,2,4-triazole with 2-chloro-5-methyl-4-(3-nitrobenzylamino)-thieno-[2,3-d]-pyrimidine gives 2-(1,2,4-triazol-1-yl)-5-methyl-4-(3-nitrobenzylamino)-thieno-[2,3-d]-pyrimidine. Starting materials: [Al+3], [H-], [H-], [H-], [H-], [Li+], CCCC(c1ccccc1N1CCCCC1)C(C(N)=O)c1ccc(C(=O)OCC)cc1, [Na+], C1CCOC1, [OH-]. Reaction SMILES: [Al+3:33].[H-:32].[H-:35].[H-:36].[H-:37].[Li+:34].[N:1]1([c:7]2[c:8]([CH:13]([CH2:14][CH2:15][CH3:16])[CH:17]([c:18]3[cH:19][cH:20][c:21]([C:22](=[O:23])[O:24][CH2:25][CH3:26])[cH:27][cH:28]3)[C:29](=[O:30])[NH2:31])[cH:9][cH:10][cH:11][cH:12]2)[CH2:2][CH2:3][CH2:4][CH2:5][CH2:6]1.[Na+:39].[O:40]1[CH2:41][CH2:42][CH2:43][CH2:44]1.[OH-:38]>>[N:1]1([c:7]2[c:8]([CH:13]([CH2:14][CH2:15][CH3:16])[CH:17]([c:18]3[cH:19][cH:20][c:21]([CH2:22][OH:23])[cH:27][cH:28]3)[C:29](=[O:30])[NH2:31])[cH:9][cH:10][cH:11][cH:12]2)[CH2:2][CH2:3][CH2:4][CH2:5][CH2:6]1. Product: CCCC(c1ccccc1N1CCCCC1)C(C(N)=O)c1ccc(CO)cc1.